From a dataset of the Open Reaction Database (ORD), a public repository of structured organic reaction records. describe an organic reaction: reactants, conditions, products, and yield Reactants: ClCCCOC1=CC=C2C(C(=COC2=C1)C(=O)O)=O (7-(3-chloropropoxy)-4-oxochromene-3-carboxylic acid), Cl.FC1=CC2=C(C(=NO2)C2CCNCC2)C=C1 (6-fluoro-3-(4-piperidinyl)-benzo[d]isoxazole hydrochloride), C([O-])([O-])=O.[K+].[K+] (potassium carbonate), [I-].[K+] (potassium iodide), Cl (HCl). Solvent: CN(C=O)C (N,N-dimethylformamide), O (water). The product is Cl.FC1=CC2=C(C(=NO2)C2CCN(CC2)CCCOC2=CC=C3C(C(=COC3=C2)C(=O)O)=O)C=C1 (7-[3-[4-(6-fluorobenzo[d]isoxazole-3-yl)piperidin-1-yl]propoxy]-4-oxochromene-3-carboxylic acid hydrochloride). The yield is 41.1%. RXN SMILES: [Cl:1][CH2:2][CH2:3][CH2:4][O:5][C:6]1[CH:15]=[C:14]2[C:9]([C:10](=[O:19])[C:11]([C:16]([OH:18])=[O:17])=[CH:12][O:13]2)=[CH:8][CH:7]=1.Cl.[F:21][C:22]1[CH:36]=[CH:35][C:25]2[C:26]([CH:29]3[CH2:34][CH2:33][NH:32][CH2:31][CH2:30]3)=[N:27][O:28][C:24]=2[CH:23]=1.C(=O)([O-])[O-].[K+].[K+].[I-].[K+].Cl>CN(C)C=O.O>[ClH:1].[F:21][C:22]1[CH:36]=[CH:35][C:25]2[C:26]([CH:29]3[CH2:30][CH2:31][N:32]([CH2:2][CH2:3][CH2:4][O:5][C:6]4[CH:15]=[C:14]5[C:9]([C:10](=[O:19])[C:11]([C:16]([OH:18])=[O:17])=[CH:12][O:13]5)=[CH:8][CH:7]=4)[CH2:33][CH2:34]3)=[N:27][O:28][C:24]=2[CH:23]=1 |f:1.2,3.4.5,6.7,11.12|. Procedure: A mixture of 0.87 g (3 mmoles) of 7-(3-chloropropoxy)-4-oxochromene-3-carboxylic acid, 0.7 g (3 mmoles) of 6-fluoro-3-(4-piperidinyl)-benzo[d]isoxazole hydrochloride, 0.85 g (6 mmoles) of anhydrous potassium carbonate and a catalytic amount of potassium iodide in 25 mL of N,N-dimethylformamide was heated to 89-90° C. for 24 hours. After being cooled, the solution was poured onto 125 mL of water and then neutralized with HCl at pH 7. The precipitate obtained was filtered, washed with water and dr... Starting materials: N(CC(=O)OC(C)(C)C)C(=O)CCCCCCCCCCCCCCC (N-palmitoyl-Gly-OtBu), Cl.CCOC(=O)C (HCl AcOEt). Conditions: time 1 hour. The product is N(CC(=O)O)C(=O)CCCCCCCCCCCCCCC (N-Palmitoyl-Gly). The yield is 77.2%. Reaction SMILES: [NH:1]([C:10]([CH2:12][CH2:13][CH2:14][CH2:15][CH2:16][CH2:17][CH2:18][CH2:19][CH2:20][CH2:21][CH2:22][CH2:23][CH2:24][CH2:25][CH3:26])=[O:11])[CH2:2][C:3]([O:5]C(C)(C)C)=[O:4].Cl.CCOC(C)=O>>[NH:1]([C:10]([CH2:12][CH2:13][CH2:14][CH2:15][CH2:16][CH2:17][CH2:18][CH2:19][CH2:20][CH2:21][CH2:22][CH2:23][CH2:24][CH2:25][CH3:26])=[O:11])[CH2:2][C:3]([OH:5])=[O:4] |f:1.2|. Procedure details: To N-palmitoyl-Gly-OtBu (17.4 g, 47.1 mmol), 4M HCl/AcOEt (118 ml, 0.471 mmol) was added and the whole was stirred at room temperature for 1 hour. After concentration under reduced pressure, the residue was washed with hexane to give 11.4 g (77%) of a target compound as colorless powder.